This data is from the Open Reaction Database (ORD), a public repository of structured organic reaction records. The task is: describe an organic reaction: reactants, conditions, products, and yield The reactants are CC(C)([O-])C.[Na+] (sodium tert-butoxide), COCCO (2-Methoxyethanol), ClC1=NC(=C2N=CN(C2=N1)C1OCCCC1)N (2-Chloro-9-(tetrahydro-2H-pyran-2-yl)-9H-purin-6-amine). Run in COCCOC (1,2-dimethoxyethane), COCCOC (1,2-dimethoxyethane). Reaction conditions: temperature 110 celsius. The product is COCCOC1=NC(=C2N=CN(C2=N1)C1OCCCC1)N (2-{[2-(Methoxy)ethyl]oxy}-9-(tetrahydro-2H-pyran-2-yl)-9H-Purin-6-amine). Reaction SMILES: [CH3:1][O:2][CH2:3][CH2:4][OH:5].CC(C)([O-])C.[Na+].Cl[C:13]1[N:21]=[C:20]2[C:16]([N:17]=[CH:18][N:19]2[CH:22]2[CH2:27][CH2:26][CH2:25][CH2:24][O:23]2)=[C:15]([NH2:28])[N:14]=1>COCCOC>[CH3:1][O:2][CH2:3][CH2:4][O:5][C:13]1[N:21]=[C:20]2[C:16]([N:17]=[CH:18][N:19]2[CH:22]2[CH2:27][CH2:26][CH2:25][CH2:24][O:23]2)=[C:15]([NH2:28])[N:14]=1 |f:1.2|. Reported procedure: 2-Methoxyethanol (3.2 mL) was diluted with 1,2-dimethoxyethane (20 mL). To this was added sodium tert-butoxide (3.9 g) gradually and the reaction mixture was stirred under nitrogen until it was homogenous. 2-Chloro-9-(tetrahydro-2H-pyran-2-yl)-9H-purin-6-amine (2.5376 g) was then added to the reaction mixture, followed by 1,2-dimethoxyethane (20 mL). The reaction mixture was then heated to reflux (110° C., external) overnight. The reaction was quenched with water (100 mL) and extracted with ethy...